This data is from the Open Reaction Database (ORD), a public repository of structured organic reaction records. The task is: describe an organic reaction: reactants, conditions, products, and yield Starting materials: C(C)C1=C(C(=CC=C1)CC)C=1C=C2C(=CN1)NC=C2 (5-(2,6-diethyl-phenyl)-1H-pyrrolo[2,3-c]pyridine), C(C)(C)(C)OC(=O)N1CCC(CC1)=O (4-oxo-piperidine-1-carboxylic acid tert-butyl ester), C(=O)([O-])[O-].[Cs+].[Cs+] (Cs2CO3). Solvent: CO (MeOH). Product: C(C)(C)(C)OC(=O)N1CCC(=CC1)C1=CNC2=CN=C(C=C21)C2=C(C=CC=C2CC)CC (4-[5-(2,6-Diethyl-phenyl)-1H-pyrrolo[2,3-c]pyridin-3-yl]-3,6-dihydro-2H-pyridine-1-carboxylic acid tert-butyl ester). RXN SMILES: [CH2:1]([C:3]1[CH:8]=[CH:7][CH:6]=[C:5]([CH2:9][CH3:10])[C:4]=1[C:11]1[CH:12]=[C:13]2[CH:19]=[CH:18][NH:17][C:14]2=[CH:15][N:16]=1)[CH3:2].[C:20]([O:24][C:25]([N:27]1[CH2:32][CH2:31][C:30](=O)[CH2:29][CH2:28]1)=[O:26])([CH3:23])([CH3:22])[CH3:21].C([O-])([O-])=O.[Cs+].[Cs+]>CO>[C:20]([O:24][C:25]([N:27]1[CH2:28][CH:29]=[C:30]([C:19]2[C:13]3[C:14](=[CH:15][N:16]=[C:11]([C:4]4[C:5]([CH2:9][CH3:10])=[CH:6][CH:7]=[CH:8][C:3]=4[CH2:1][CH3:2])[CH:12]=3)[NH:17][CH:18]=2)[CH2:31][CH2:32]1)=[O:26])([CH3:23])([CH3:21])[CH3:22] |f:2.3.4|. Reported procedure: A mixture of 5-(2,6-diethyl-phenyl)-1H-pyrrolo[2,3-c]pyridine (200 mg, 0.90 mmol), 4-oxo-piperidine-1-carboxylic acid tert-butyl ester (358 mg, 1.8 mmol), Cs2CO3 (586 mg, 1.8 mmol), and MeOH (6 mL) is refluxed for 18 h. MeOH is removed under reduced pressure. The residue is treated with acetic acid (0.5 mL) and water (3 mL) and is extracted with EtOAc. The combined organic extracts are washed with brine, dried over Na2SO4, and concentrated under reduced pressure. Chromatography of the residue af... Reactants: O (water), N(=O)[O-].[Na+] (Sodium nitrite), C(CCCCCCCCCCCCCCCCC)N (Octadecylamine), O.O.C1(O)=CC(O)=CC(O)=C1 (phloroglucinol dihydrate). Solvent: CS(=O)C (DMSO). Reaction conditions: time 8 hour. The product is [N+](=O)([O-])CCCCCCCCCCCCCCCCCC (1-nitrooctadecane). As a reaction SMILES: [N:1]([O-:3])=[O:2].[Na+].[CH2:5](N)[CH2:6][CH2:7][CH2:8][CH2:9][CH2:10][CH2:11][CH2:12][CH2:13][CH2:14][CH2:15][CH2:16][CH2:17][CH2:18][CH2:19][CH2:20][CH2:21][CH3:22].O.O.C1(C=C(O)C=C(O)C=1)O.O>CS(C)=O>[N+:1]([CH2:22][CH2:21][CH2:20][CH2:19][CH2:18][CH2:17][CH2:16][CH2:15][CH2:14][CH2:13][CH2:12][CH2:11][CH2:10][CH2:9][CH2:8][CH2:7][CH2:6][CH3:5])([O-:3])=[O:2] |f:0.1,3.4.5|. Procedure: Sodium nitrite (14.0 g, 0.2 mol) was added to a solution of the dibromide 2 (17.25 g, 0.05 mol) and phloroglucinol dihydrate (16.2 g, 0.1 mol) in DMSO (100 mL) and stirred for 8 h. The reaction mixture was poured into water and extracted with ethyl acetate (3×150 mL). The ethyl acetate solution was washed with water (2×100 mL) sodium chloride solution (2×100 mL), and dried (Na2SO4). Evaporation of ethyl acetate gave an oil, which was purified by silica gel chromatography, (hexane/ethyl acetate, ...